This data is from the Open Reaction Database (ORD), a public repository of structured organic reaction records. The task is: describe an organic reaction: reactants, conditions, products, and yield Starting materials: OC1=C(C(=O)OC)C=CC=C1NC(C1=CN=CC=C1)=O (Methyl 2-hydroxy-3-(nicotinamido)benzoate), CC1=CC=C(C=C1)S(=O)(=O)O (4-methylbenzenesulfonic acid). Run in C1(=CC=CC=C1)C (toluene). Isolated yield 67.2%. The product is N1=CC(=CC=C1)C=1OC2=C(N1)C=CC=C2C(=O)OC (methyl 2-(pyridin-3-yl)benzo[d]oxazole-7-carboxylate). RXN SMILES: O[C:2]1[C:11]([NH:12][C:13](=[O:20])[C:14]2[CH:19]=[CH:18][CH:17]=[N:16][CH:15]=2)=[CH:10][CH:9]=[CH:8][C:3]=1[C:4]([O:6][CH3:7])=[O:5].CC1C=CC(S(O)(=O)=O)=CC=1>C1(C)C=CC=CC=1>[N:16]1[CH:17]=[CH:18][CH:19]=[C:14]([C:13]2[O:20][C:2]3[C:3]([C:4]([O:6][CH3:7])=[O:5])=[CH:8][CH:9]=[CH:10][C:11]=3[N:12]=2)[CH:15]=1. Procedure details: Methyl 2-hydroxy-3-(nicotinamido)benzoate (215 mg, 0.79 mmol) and 4-methylbenzenesulfonic acid (400 mg, 2.0 mmol) were added to toluene (10 mL) and the mixture was stirred at reflux for 10 hr. The resulting mixture was extracted with ethyl acetate (100 mL×4) and concentrated to obtain methyl 2-(pyridin-3-yl)benzo[d]oxazole-7-carboxylate as a solid (135 mg, yield 67%); LC-MS (ESI) m/z 255 [M+1]+. Reactants: COc1cccc2cc(C(=O)O)oc12, CC(N)c1ccccc1. The product is COc1cccc2cc(C(=O)NC(C)c3ccccc3)oc12. As a reaction SMILES: [CH3:1][O:2][c:3]1[cH:4][cH:5][cH:6][c:7]2[cH:8][c:9]([C:12](=[O:13])[OH:14])[o:10][c:11]12.[c:15]1([CH:21]([CH3:22])[NH2:23])[cH:16][cH:17][cH:18][cH:19][cH:20]1>>[CH3:1][O:2][c:3]1[cH:4][cH:5][cH:6][c:7]2[cH:8][c:9]([C:12](=[O:14])[NH:23][CH:21]([c:15]3[cH:16][cH:17][cH:18][cH:19][cH:20]3)[CH3:22])[o:10][c:11]12.